From a dataset of the Open Reaction Database (ORD), a public repository of structured organic reaction records. describe an organic reaction: reactants, conditions, products, and yield Starting materials: O=C1c2ccccc2S(=O)(=O)N1CCCCBr, Cl, O=C1CCc2ccccc2N1C1CCNCC1. The product is O=C1CCc2ccccc2N1C1CCN(CCCCN2C(=O)c3ccccc3S2(=O)=O)CC1. As a reaction SMILES: [Br:19][CH2:20][CH2:21][CH2:22][CH2:23][N:24]1[S:25](=[O:34])(=[O:35])[c:26]2[c:27]([cH:30][cH:31][cH:32][cH:33]2)[C:28]1=[O:29].[ClH:1].[NH:2]1[CH2:3][CH2:4][CH:5]([N:8]2[C:9](=[O:18])[CH2:10][CH2:11][c:12]3[cH:13][cH:14][cH:15][cH:16][c:17]32)[CH2:6][CH2:7]1>>[N:2]1([CH2:20][CH2:21][CH2:22][CH2:23][N:24]2[S:25](=[O:34])(=[O:35])[c:26]3[c:27]([cH:30][cH:31][cH:32][cH:33]3)[C:28]2=[O:29])[CH2:3][CH2:4][CH:5]([N:8]2[C:9](=[O:18])[CH2:10][CH2:11][c:12]3[cH:13][cH:14][cH:15][cH:16][c:17]32)[CH2:6][CH2:7]1.